From a dataset of the Open Reaction Database (ORD), a public repository of structured organic reaction records. describe an organic reaction: reactants, conditions, products, and yield The reactants are CCCCC(O)CCCC, O=S(=O)(O)c1ccccc1I, C[N+](=O)[O-]. The product is CCCCC(=O)CCCC. RXN SMILES: [CH3:12][CH2:13][CH2:14][CH2:15][CH:16]([CH2:17][CH2:18][CH2:19][CH3:20])[OH:21].[I:1][c:2]1[cH:3][cH:4][cH:5][cH:6][c:7]1[S:8]([OH:9])(=[O:10])=[O:11].[N+:22]([CH3:23])([O-:24])=[O:25]>>[CH3:12][CH2:13][CH2:14][CH2:15][C:16]([CH2:17][CH2:18][CH2:19][CH3:20])=[O:21]. Starting materials: N(=O)[O-].[Na+] (sodium nitrite), C([O-])([O-])=O.[Na+].[Na+] (sodium carbonate), Cl (hydrochloric acid), NC1=C(C=C(OCCOS(=O)(=O)C2=CC=C(C=C2)C)C=C1)CS(=O)(=O)C1=CC=CC2=CC=CC=C12 (toluene-4-sulfonic acid 2-[4-amino-3-(naphthalene-1-sulfonylmethyl)-phenoxy]-ethyl ester). Run in O (water), C(C)O (Ethanol). Conditions: time 2 hour. Yields the product C1(=CC=CC2=CC=CC=C12)S(=O)(=O)C1=NNC2=CC=C(C=C12)OCCOS(=O)(=O)C1=CC=C(C=C1)C (toluene-4-sulfonic acid 2-[3-(naphthalene-1-sulfonyl)-1H-indazol-5-yloxy]-ethyl ester), foam. Isolated yield 59.0%. RXN SMILES: Cl.[NH2:2][C:3]1[CH:22]=[CH:21][C:6]([O:7][CH2:8][CH2:9][O:10][S:11]([C:14]2[CH:19]=[CH:18][C:17]([CH3:20])=[CH:16][CH:15]=2)(=[O:13])=[O:12])=[CH:5][C:4]=1[CH2:23][S:24]([C:27]1[C:36]2[C:31](=[CH:32][CH:33]=[CH:34][CH:35]=2)[CH:30]=[CH:29][CH:28]=1)(=[O:26])=[O:25].[N:37]([O-])=O.[Na+].C(=O)([O-])[O-].[Na+].[Na+]>O.C(O)C>[C:27]1([S:24]([C:23]2[C:4]3[C:3](=[CH:22][CH:21]=[C:6]([O:7][CH2:8][CH2:9][O:10][S:11]([C:14]4[CH:19]=[CH:18][C:17]([CH3:20])=[CH:16][CH:15]=4)(=[O:12])=[O:13])[CH:5]=3)[NH:2][N:37]=2)(=[O:25])=[O:26])[C:36]2[C:31](=[CH:32][CH:33]=[CH:34][CH:35]=2)[CH:30]=[CH:29][CH:28]=1 |f:2.3,4.5.6|. Procedure details: Ethanol (430 mL) in two portions and 1 N hydrochloric acid (200 mL) were added to toluene-4-sulfonic acid 2-[4-amino-3-(naphthalene-1-sulfonylmethyl)-phenoxy]-ethyl ester (6.5 g, 13 mmol). A solution of sodium nitrite (1.5 g, 22 mmol) in water was then added to the reaction mixture. The reaction was heated to aid in solubility. After stirring at ambient temperature for 2 hours, solid sodium carbonate was added to basic pH. The reaction mixture was stirred at ambient temperature for one hour. It ... Starting materials: ClCCl (dichloromethane), C(C1=CC=CC=C1)N1N=C(C2=C(C=CC=C12)[N+](=O)[O-])I (1-benzyl-3-iodo-4-nitro-1H-indazole), CO (methanol), C(C)[Zn]CC (diethylzinc). The solvent is O1CCOCC1 (dioxane). Run at time 30 minute. The product is C(C1=CC=CC=C1)N1N=C(C2=C(C=CC=C12)[N+](=O)[O-])CC (1-benzyl-3-ethyl-4-nitro-1H-indazole). Isolated yield 20.4%. Reaction SMILES: [CH2:1]([N:8]1[C:16]2[C:11](=[C:12]([N+:17]([O-:19])=[O:18])[CH:13]=[CH:14][CH:15]=2)[C:10](I)=[N:9]1)[C:2]1[CH:7]=[CH:6][CH:5]=[CH:4][CH:3]=1.[CH2:21]([Zn]CC)[CH3:22].CO.ClCCl>O1CCOCC1>[CH2:1]([N:8]1[C:16]2[C:11](=[C:12]([N+:17]([O-:19])=[O:18])[CH:13]=[CH:14][CH:15]=2)[C:10]([CH2:21][CH3:22])=[N:9]1)[C:2]1[CH:7]=[CH:6][CH:5]=[CH:4][CH:3]=1. Procedure details: To a mixture of 1-benzyl-3-iodo-4-nitro-1H-indazole (304 mg, 0.802 mmol) (prepared as in Example 1, steps E-F) and 1,1′-Bis(diphenylphosphino)ferrocene-palladium(II)dichloride dichloromethane complex (196 mg, 0.241 mmol) in dioxane (4.0 mL) under an atmosphere of dry nitrogen was added a solution of diethylzinc (1.6 mL, 1.60 mmol; 1 molar in hexane) with magnetic stirring. The mixture was heated at reflux for 2 hours. After allowing to cool methanol (1 mL) was added followed by dichloromethane (... As a reaction SMILES: [O:1]1[CH:6]=[CH:5][CH2:4][CH2:3][CH2:2]1.[CH3:7][C:8]1[CH:9]=[CH:10][C:11](S(O)(=O)=O)=[CH:12][CH:13]=1.[OH2:18].Cl[CH2:20]Cl>>[C:13]([CH:12]([O:18][CH:6]1[CH2:5][CH2:4][CH2:3][CH2:2][O:1]1)[CH2:11][CH2:10][CH2:9][CH2:8][CH3:7])#[CH:20] |f:1.2|. The product is C(#C)C(CCCCC)OC1OCCCC1 (2-(1-ethynyl-hexyloxy)tetrahydropyran). Starting materials: S-2-(1-Ethynyl-hexyloxy)-tetrahydropyran, S-oct-1-yn-3-ol, O1CCCC=C1 (3,4-dihydro-2H-pyran), CC=1C=CC(=CC1)S(=O)(=O)O.O (TsOH.H2O), ClCCl (dichloromethane). Procedure: S-2-(1-Ethynyl-hexyloxy)-tetrahydropyran. To a solution of S-oct-1-yn-3-ol (900 mg, 7.13 mmol) and 3,4-dihydro-2H-pyran (901 mg, 10.7 mMol) in 5 mL dichloromethane, TsOH.H2O (13 mg, 0.071 mMol) was added. After the addition was completed, the reaction mixture was stirred for 12 h and quenched with saturated aq. NaHCO3. The mixture was extracted with DCM (20 mL×3) and washed with water (20 mL×2). After drying over Na2SO4 the solvent was removed and the product was purified by silica gel chromatog... Run at time 12 hour. The yield is 85.0%. The reactants are NC1=C(C=CC=C1)S(=O)(=O)NC=1C=CC(=C2C=CC=NC12)Cl (2-amino-N-(5-chloro-quinolin-8-yl)-benzenesulfonamide), CC(=O)O (AcOH), NC1=C(C=CC=C1)S(=O)(=O)NC=1C=CC(=C2C=CC=NC12)Cl (2-amino-N-(5-chloro-quinolin-8-yl)-benzenesulfonamide), N(=O)OC(C)(C)C (t-butyl nitrite). Solvent: C1CCOC1 (THF). Product: ClC=1C=C2C3=CC=CC=C3S(NC2=C2N=CC=CC12)(=O)=O (12-Chloro-5H-6-thia-4,5-diaza-chrysene 6,6-dioxide). Yield: 17.2%. RXN SMILES: N[C:2]1[CH:7]=[CH:6][CH:5]=[CH:4][C:3]=1[S:8]([NH:11][C:12]1[CH:13]=[CH:14][C:15]([Cl:22])=[C:16]2[C:21]=1[N:20]=[CH:19][CH:18]=[CH:17]2)(=[O:10])=[O:9].N(OC(C)(C)C)=O.CC(O)=O>C1COCC1>[Cl:22][C:15]1[CH:14]=[C:13]2[C:12](=[C:21]3[C:16]=1[CH:17]=[CH:18][CH:19]=[N:20]3)[NH:11][S:8](=[O:10])(=[O:9])[C:3]1[C:4]2=[CH:5][CH:6]=[CH:7][CH:2]=1. Reported procedure: In a similar fashion using route 16 general procedure 61, 2-amino-N-(5-chloro-quinolin-8-yl)-benzenesulfonamide (Intermediate 295) (370 mg, 1.10 mmol), t-butyl nitrite (171 mg, 1.66 mmol), AcOH (3.7 ml) and THF (3.7 ml) gave the title compound (60 mg, 17%) after purification by column chromatography with n-hexane/DCM (1:1) as the eluent. The reactants are Br.NC1=CC=C(C=N1)O (6-aminopyridin-3-ol hydrobromide), ClCC(C)(O)C (1-chloro-2-methyl-2-propanol), C([O-])([O-])=O.[Cs+].[Cs+] (cesium carbonate). Solvent: CN(C=O)C (dimethylformamide). Reaction conditions: temperature 140 celsius. The product is NC1=CC=C(C=N1)OCC(C)(O)C (1-(6-amino-pyridin-3-yloxy)-2-methyl-propan-2-ol). Reaction SMILES: Br.[NH2:2][C:3]1[N:8]=[CH:7][C:6]([OH:9])=[CH:5][CH:4]=1.Cl[CH2:11][C:12]([CH3:15])([OH:14])[CH3:13].C(=O)([O-])[O-].[Cs+].[Cs+]>CN(C)C=O>[NH2:2][C:3]1[N:8]=[CH:7][C:6]([O:9][CH2:11][C:12]([CH3:15])([OH:14])[CH3:13])=[CH:5][CH:4]=1 |f:0.1,3.4.5|. Procedure details: To a microwave flask containing 6-aminopyridin-3-ol hydrobromide (700 mg, 3.66 mmol) and 1-chloro-2-methyl-2-propanol (597 mg, 5.5 mmol) in anhydrous dimethylformamide (17 ml) was added cesium carbonate (3.7 g, 11.4 mmol) and the material was heated in a microwave oven at 140° C. for 3 hours. The vial was cooled to ambient and the solvent was concentrated in vacuo (rotary evaporator/mechanical pump). The residue was taken up in methylene chloride and filtered to remove insolubles, rinsing well w...